Dataset: the Open Reaction Database (ORD), a public repository of structured organic reaction records. Task: describe an organic reaction: reactants, conditions, products, and yield Starting materials: C(C)(C)(C)OC(=O)N1CC(C1)(F)C1=CC=C(C=C1)Br (3-(4-bromo-phenyl)-3-fluoro-azetidine-1-carboxylic acid tert-butyl ester), Intermediate, TEA, C(=C)OCCCC (butyl vinyl ether), C1(=CC=CC=C1)P(CCCP(C1=CC=CC=C1)C1=CC=CC=C1)C1=CC=CC=C1 (1,3-bis(diphenylphosphino)propane), C(=O)(O)[O-].[Na+] (NaHCO3). Reagents/catalysts: CC(=O)[O-].CC(=O)[O-].[Pd+2] (Pd(OAc)2). Run in C(C)O (ethanol). Conditions: temperature 96 celsius, time 2 hour. Yields the product C(C)(C)(C)OC(=O)N1CC(C1)(F)C1=CC=C(C=C1)C(C)=O (3-(4-acetyl-phenyl)-3-fluoro-azetidine-1-carboxylic acid tert-butyl ester). The yield is 57.6%. RXN SMILES: [C:1]([O:5][C:6]([N:8]1[CH2:11][C:10]([C:13]2[CH:18]=[CH:17][C:16](Br)=[CH:15][CH:14]=2)([F:12])[CH2:9]1)=[O:7])([CH3:4])([CH3:3])[CH3:2].[CH:20]([O:22]CCCC)=[CH2:21].C1(P(C2C=CC=CC=2)CCCP(C2C=CC=CC=2)C2C=CC=CC=2)C=CC=CC=1.C([O-])(O)=O.[Na+]>C(O)C.CC([O-])=O.CC([O-])=O.[Pd+2]>[C:1]([O:5][C:6]([N:8]1[CH2:11][C:10]([C:13]2[CH:18]=[CH:17][C:16]([C:20](=[O:22])[CH3:21])=[CH:15][CH:14]=2)([F:12])[CH2:9]1)=[O:7])([CH3:4])([CH3:3])[CH3:2] |f:3.4,6.7.8|. Reported procedure: In 100 mL autoclave vessel, a solution of 3-(4-bromo-phenyl)-3-fluoro-azetidine-1-carboxylic acid tert-butyl ester (Intermediate from Step 5a; 5 g, 15.142 mmol, 1 eq) in ethanol (17.5 mL) was degassed with nitrogen gas for 30 minutes at room temperature. TEA (3.79 mL, 27.256 mmol, 1.8 eq), butyl vinyl ether (BVE, 3.91 mL, 30.282 mmol, 2 eq), 1,3-bis(diphenylphosphino)propane (DPPP, 0.375 g, 0.909 mmol, 0.06 eq) were added followed by addition of Pd(OAc)2 (0.102 g, 0.454 mmol, 0.03 eq.) at room t... The reactants are FC1=CC=C(OC2=CC=C(C=C2)NC(=O)[C@@H]2NC[C@@H](C2)O)C=C1 ((2R,4R)—N-(4-(4-fluorophenoxy)phenyl)-4-hydroxypyrrolidine-2-carboxamide), N1(N=CN=C1)CC(=O)O (2-(1H-1,2,4-triazol-1-yl)acetic acid). The product is N1(N=CN=C1)CC(=O)N1[C@H](C[C@H](C1)O)C(=O)NC1=CC=C(C=C1)OC1=CC=C(C=C1)F ((2R,4R)-1-(2-(1H-1,2,4-triazol-1-yl)acetyl)-N-(4-(4-fluorophenoxy)phenyl)-4-hydroxypyrrolidine-2-carboxamide). The yield is 70.0%. Reaction SMILES: [F:1][C:2]1[CH:23]=[CH:22][C:5]([O:6][C:7]2[CH:12]=[CH:11][C:10]([NH:13][C:14]([C@H:16]3[CH2:20][C@@H:19]([OH:21])[CH2:18][NH:17]3)=[O:15])=[CH:9][CH:8]=2)=[CH:4][CH:3]=1.[N:24]1([CH2:29][C:30](O)=[O:31])[CH:28]=[N:27][CH:26]=[N:25]1>>[N:24]1([CH2:29][C:30]([N:17]2[CH2:18][C@H:19]([OH:21])[CH2:20][C@@H:16]2[C:14]([NH:13][C:10]2[CH:9]=[CH:8][C:7]([O:6][C:5]3[CH:22]=[CH:23][C:2]([F:1])=[CH:3][CH:4]=3)=[CH:12][CH:11]=2)=[O:15])=[O:31])[CH:28]=[N:27][CH:26]=[N:25]1. Procedure details: Proceeding as in Reference 11, but substituting (2R,4R)—N-(4-(4-fluorophenoxy)phenyl)-4-hydroxypyrrolidine-2-carboxamide and 2-(1H-1,2,4-triazol-1-yl)acetic acid gave (2R,4R)-1-(2-(1H-1,2,4-triazol-1-yl)acetyl)-N-(4-(4-fluorophenoxy)phenyl)-4-hydroxypyrrolidine-2-carboxamide (1.37 g, 3.25 mmol, 70% yield) as an off-white solid. As a reaction SMILES: [Br:1][CH2:2][C:3](=[O:4])[c:5]1[cH:6][cH:7][c:8]([C:11]([CH3:12])([CH3:13])[CH3:14])[cH:9][cH:10]1.[CH3:21][C:22](=[O:23])[CH3:24].[Cl-:19].[N-:15]=[N+:16]=[N-:17].[Na+:18].[Na+:20]>>[CH2:2]([C:3](=[O:4])[c:5]1[cH:6][cH:7][c:8]([C:11]([CH3:12])([CH3:13])[CH3:14])[cH:9][cH:10]1)[N:15]=[N+:16]=[N-:17]. The product is CC(C)(C)c1ccc(C(=O)CN=[N+]=[N-])cc1. Reactants: CC(C)(C)c1ccc(C(=O)CBr)cc1, CC(C)=O, [Cl-], [N-]=[N+]=[N-], [Na+], [Na+]. As a reaction SMILES: [CH:1]([C:4]1[CH:5]=[C:6]([N:10]([CH2:21][C:22](=O)[CH2:23][CH3:24])[C:11](=[O:20])[CH2:12][C:13]2[CH:18]=[CH:17][CH:16]=[C:15]([Cl:19])[CH:14]=2)[CH:7]=[CH:8][CH:9]=1)([CH3:3])[CH3:2].[O-]CC.[Na+].O>C(O)C>[CH2:23]([C:22]1[CH2:21][N:10]([C:6]2[CH:7]=[CH:8][CH:9]=[C:4]([CH:1]([CH3:3])[CH3:2])[CH:5]=2)[C:11](=[O:20])[C:12]=1[C:13]1[CH:18]=[CH:17][CH:16]=[C:15]([Cl:19])[CH:14]=1)[CH3:24] |f:1.2|. Run in C(C)O (ethanol), C(C)O (ethanol). Isolated yield 81.5%. The reactants are [O-]CC.[Na+] (sodium ethoxide), C(C)(C)C=1C=C(C=CC1)N(C(CC1=CC(=CC=C1)Cl)=O)CC(CC)=O (N-(3-isopropylphenyl)-N-(2-oxobutyl)-3-chlorophenylacetamide), O (water). Reported procedure: 7.61 g (21.3 mmol) of N-(3-isopropylphenyl)-N-(2-oxobutyl)-3-chlorophenylacetamide synthesized in Example 2 or 3 were dissolved in 35 ml of ethanol, and 0.1 ml of an ethanol solution containing 30% of sodium ethoxide was added at room temperature with stirring. The solution was successively stirred at the same temperature for 2 hours, and the resultant reaction mixture was poured into water, followed by extraction with ethyl acetate. The solvent was distilled off under reduced pressure, and the ... The product is C(C)C1=C(C(N(C1)C1=CC(=CC=C1)C(C)C)=O)C1=CC(=CC=C1)Cl (4-ethyl-3-(3-chlorophenyl)-1-(3-isopropylphenyl)-3-pyrroline-2-one). Procedure: To a mixture of 6-aminopyridin-3-ol (220 mg, 2 mmol) and t-BuOK (225 mg, 2.16 mmol) in DMF (2.5 mL) was added 4-chloropicolinamide (315 mg, 2 mmol). The reaction was heated to 80° C. for 5 hours, then cooled to rt and diluted with EtOAc (50 mL) and H2O (50 mL). The organic phase was concentrated in vacuo and the residue was purified by a silica gel column chromatography (DCM/CH3OH (v/v)=30/1) to give the title compound as a brown solid (230 mg, 50%). The yield is 50.0%. Solvent: CCOC(=O)C (EtOAc), O (H2O), CN(C)C=O (DMF). Reaction conditions: temperature 80 celsius. Product: NC1=CC=C(C=N1)OC1=CC(=NC=C1)C(=O)N (4-((6-aminopyridin-3-yl)oxy)picolinamide). Reactants: NC1=CC=C(C=N1)O (6-aminopyridin-3-ol), CC(C)(C)[O-].[K+] (t-BuOK), ClC1=CC(=NC=C1)C(=O)N (4-chloropicolinamide). Reaction SMILES: [NH2:1][C:2]1[N:7]=[CH:6][C:5]([OH:8])=[CH:4][CH:3]=1.CC([O-])(C)C.[K+].Cl[C:16]1[CH:21]=[CH:20][N:19]=[C:18]([C:22]([NH2:24])=[O:23])[CH:17]=1>CN(C=O)C.CCOC(C)=O.O>[NH2:1][C:2]1[N:7]=[CH:6][C:5]([O:8][C:16]2[CH:21]=[CH:20][N:19]=[C:18]([C:22]([NH2:24])=[O:23])[CH:17]=2)=[CH:4][CH:3]=1 |f:1.2|. Reactants: CCOC(=O)c1c(-c2ccc(Cl)cc2)csc1N1C(=O)c2ccccc2C1=O, CO, Cl, [Na+], [OH-], O. Yields the product O=C(O)c1c(-c2ccc(Cl)cc2)csc1N1C(=O)c2ccccc2C1=O. As a reaction SMILES: [CH2:5]([CH3:6])[O:7][C:8](=[O:9])[c:10]1[c:11]([N:22]2[C:23](=[O:32])[c:24]3[cH:25][cH:26][cH:27][cH:28][c:29]3[C:30]2=[O:31])[s:12][cH:13][c:14]1-[c:15]1[cH:16][cH:17][c:18]([Cl:21])[cH:19][cH:20]1.[CH3:3][OH:4].[ClH:33].[Na+:2].[OH-:1].[OH2:34]>>[O:7]=[C:8]([OH:9])[c:10]1[c:11]([N:22]2[C:23](=[O:32])[c:24]3[cH:25][cH:26][cH:27][cH:28][c:29]3[C:30]2=[O:31])[s:12][cH:13][c:14]1-[c:15]1[cH:16][cH:17][c:18]([Cl:21])[cH:19][cH:20]1.